This data is from the Open Reaction Database (ORD), a public repository of structured organic reaction records. The task is: describe an organic reaction: reactants, conditions, products, and yield RXN SMILES: [CH3:1][O:2][C:3]1[CH:8]=[C:7]([O:9][CH2:10][O:11][CH3:12])[C:6]([O:13][CH3:14])=[CH:5][C:4]=1[O:15][CH2:16][O:17][CH3:18].CN(C)CCN(C)C.[CH2:27]([Li])[CH2:28][CH2:29][CH3:30].ICCCC>C1(C)C=CC=CC=1.CN(C)P(=O)(N(C)C)N(C)C>[CH2:27]([C:8]1[C:7]([O:9][CH2:10][O:11][CH3:12])=[C:6]([O:13][CH3:14])[CH:5]=[C:4]([O:15][CH2:16][O:17][CH3:18])[C:3]=1[O:2][CH3:1])[CH2:28][CH2:29][CH3:30]. The reactants are ICCCC (1-iodobutane), COC1=C(C=C(C(=C1)OCOC)OC)OCOC (1,4-dimethoxy-2,5-bis(methoxymethoxy)benzene), C(CCC)[Li] (n-butyllithium), CN(CCN(C)C)C (N,N,N',N'-tetramethylethylenediamine). Procedure details: 10 Grams of 1,4-dimethoxy-2,5-bis(methoxymethoxy)benzene was dissolved in 200 ml of anhydrous toluene under argon gas stream conditions, to this solution were added 50 ml of hexamethylphosphoric triamide and 8.75 ml of N,N,N',N'-tetramethylethylenediamine (TMEDA), and the mixture was cooled in a dry ice-acetone mixture bath. To this cooled mixture was added dropwise 39 ml of n-butyllithium (1.5 M, n-hexane solution), then stirred the mixture for 30 minutes. Next, 8.9 ml of 1-iodobutane was added... Product: C(CCC)C=1C(=C(C=C(C1OC)OCOC)OC)OCOC (3-butyl-1,4-dimethoxy-2,5-bis(methoxymethoxy)benzene). Run at time 30 minute. Solvent: C1(=CC=CC=C1)C (toluene), CN(P(N(C)C)(N(C)C)=O)C (hexamethylphosphoric triamide).